describe an organic reaction: reactants, conditions, products, and yield From a dataset of the Open Reaction Database (ORD), a public repository of structured organic reaction records. Reactants: O=C([O-])[O-], CCOC(=O)Cc1ccc(OC)c(O)c1, C1COCCO1, O=Cc1cc(Cl)ccc1F, [K+], [K+]. The product is CCOC(=O)Cc1ccc(OC)c(Oc2ccc(Cl)cc2C=O)c1. As a reaction SMILES: [C:26](=[O:27])([O-:28])[O-:29].[CH2:1]([CH3:2])[O:3][C:4]([CH2:5][c:6]1[cH:7][c:8]([OH:14])[c:9]([O:12][CH3:13])[cH:10][cH:11]1)=[O:15].[CH2:32]1[O:33][CH2:34][CH2:35][O:36][CH2:37]1.[Cl:16][c:17]1[cH:18][cH:19][c:20]([F:25])[c:21]([CH:22]=[O:23])[cH:24]1.[K+:30].[K+:31]>>[CH2:1]([CH3:2])[O:3][C:4]([CH2:5][c:6]1[cH:7][c:8]([O:14][c:20]2[cH:19][cH:18][c:17]([Cl:16])[cH:24][c:21]2[CH:22]=[O:23])[c:9]([O:12][CH3:13])[cH:10][cH:11]1)=[O:15]. The reactants are BrC1=CC=C2C=NC(=NN21)NC2=CC(=CC=C2)N2CCN(CC2)C ((7-Bromo-pyrrolo[2,1-f][1,2,4]triazin-2-yl)-[3-(4-methyl-piperazin-1-yl)-phenyl]-amine), OCC=1C=C(C=CC1)B(O)O ((3-Hydroxymethylphenyl)boronic acid). The product is CN1CCN(CC1)C=1C=C(C=CC1)NC1=NN2C(C=N1)=CC=C2C=2C=C(C=CC2)CO ((3-{2-[3-(4-Methyl-piperazin-1-yl)-phenylamino]-pyrrolo[2,1-f][1,2,4]triazin-7-yl}-phenyl)-methanol). Isolated yield 19.1%. RXN SMILES: Br[C:2]1[N:10]2[C:5]([CH:6]=[N:7][C:8]([NH:11][C:12]3[CH:17]=[CH:16][CH:15]=[C:14]([N:18]4[CH2:23][CH2:22][N:21]([CH3:24])[CH2:20][CH2:19]4)[CH:13]=3)=[N:9]2)=[CH:4][CH:3]=1.[OH:25][CH2:26][C:27]1[CH:28]=[C:29](B(O)O)[CH:30]=[CH:31][CH:32]=1>>[CH3:24][N:21]1[CH2:22][CH2:23][N:18]([C:14]2[CH:13]=[C:12]([NH:11][C:8]3[N:7]=[CH:6][C:5]4=[CH:4][CH:3]=[C:2]([C:31]5[CH:32]=[C:27]([CH2:26][OH:25])[CH:28]=[CH:29][CH:30]=5)[N:10]4[N:9]=3)[CH:17]=[CH:16][CH:15]=2)[CH2:19][CH2:20]1. Procedure details: Analogous to Example 1504, (7-Bromo-pyrrolo[2,1-f][1,2,4]triazin-2-yl)-[3-(4-methyl-piperazin-1-yl)-phenyl]-amine (0.0731 g, 0.189 mmol) and (3-Hydroxymethylphenyl)boronic acid (0.0513 g, 0.338 mmol) were reacted to afford (3-{2-[3-(4-Methyl-piperazin-1-yl)-phenylamino]-pyrrolo[2,1-f][1,2,4]triazin-7-yl}-phenyl)-methanol as a yellow powder (15 mg, 20%). LCMS: 415 (M+H); 1H-NMR (CDCl3): 8.70 (s, 1H), 8.21 (s, 1H), 7.92 (s, 1H), 7.62 (d, 1H, J=6.96 Hz), 7.49 (m, 2H), 7.20 (t, 1H, J=8.19 Hz), 6.93 ...